This data is from the Open Reaction Database (ORD), a public repository of structured organic reaction records. The task is: describe an organic reaction: reactants, conditions, products, and yield The reactants are C1(CCCC1)NC=1C=2N(C=CC1)C(=C(N2)C2=CC(=CC=C2)OC)C2=NC(=NC=C2)NC2CCCC2 (N-cyclopentyl-3-[2-(cyclopentylamino)-4-pyrimidinyl]-2-(3-methoxyphenyl)imidazo[1,2-α]pyridin-8-amine), B(Br)(Br)Br (boron tribromide). Solvent: ClCCl (dichloromethane). Reaction conditions: time 16 hour. Yields the product C1(CCCC1)NC=1C=2N(C=CC1)C(=C(N2)C=2C=C(C=CC2)O)C2=NC(=NC=C2)NC2CCCC2 (3-{8-(cyclopentylamino)-3-[2-(cyclopentylamino)-4-pyrimidinyl]imidazo[1,2-α]pyridin-2-yl}phenol). Yield: 73.3%. Reaction SMILES: [CH:1]1([NH:6][C:7]2[C:8]3[N:9]([C:13]([C:24]4[CH:29]=[CH:28][N:27]=[C:26]([NH:30][CH:31]5[CH2:35][CH2:34][CH2:33][CH2:32]5)[N:25]=4)=[C:14]([C:16]4[CH:21]=[CH:20][CH:19]=[C:18]([O:22]C)[CH:17]=4)[N:15]=3)[CH:10]=[CH:11][CH:12]=2)[CH2:5][CH2:4][CH2:3][CH2:2]1.B(Br)(Br)Br>ClCCl>[CH:1]1([NH:6][C:7]2[C:8]3[N:9]([C:13]([C:24]4[CH:29]=[CH:28][N:27]=[C:26]([NH:30][CH:31]5[CH2:35][CH2:34][CH2:33][CH2:32]5)[N:25]=4)=[C:14]([C:16]4[CH:17]=[C:18]([OH:22])[CH:19]=[CH:20][CH:21]=4)[N:15]=3)[CH:10]=[CH:11][CH:12]=2)[CH2:5][CH2:4][CH2:3][CH2:2]1. Reported procedure: To a cold (−78° C.) solution of formed N-cyclopentyl-3-[2-(cyclopentylamino)-4-pyrimidinyl]-2-(3-methoxyphenyl)imidazo[1,2-α]pyridin-8-amine (42 mg, 0.09 mmol) in dichloromethane (5 mL) was added boron tribromide (0.5 mL, 1 M in dichloromethane, 0.5 mmol) dropwise. The solution was allowed to warm to room temperature over 4 hours and stirred for an additional 16 hours. The reaction was quenched by the addition of methanol followed by saturated aqueous sodium bicarbonate. Ether was added and the ... Starting materials: NC=1C=C(C(=O)O)C=CC1OC (3-amino-4-methoxybenzoic acid), C(CC)(=O)Cl (propionyl chloride), FC=1C=C(N)C=CC1N (3-fluoro-4-aminoaniline). The product is FC=1C=C(C=CC1N)NC(C1=CC(=C(C=C1)OC)NC(CC)=O)=O (N-(3′-fluoro-4′-aminophenyl)-3-propionamido-4-methoxybenzamide). Reaction SMILES: [NH2:1][C:2]1[CH:3]=[C:4]([CH:8]=[CH:9][C:10]=1[O:11][CH3:12])[C:5]([OH:7])=O.[C:13](Cl)(=[O:16])[CH2:14][CH3:15].[F:18][C:19]1[CH:20]=[C:21]([CH:23]=[CH:24][C:25]=1[NH2:26])[NH2:22]>>[F:18][C:19]1[CH:20]=[C:21]([NH:22][C:5](=[O:7])[C:4]2[CH:8]=[CH:9][C:10]([O:11][CH3:12])=[C:2]([NH:1][C:13](=[O:16])[CH2:14][CH3:15])[CH:3]=2)[CH:23]=[CH:24][C:25]=1[NH2:26]. Procedure: Compound 80 is synthesized following a similar method as in Example 1 and using 3-amino-4-methoxybenzoic acid, propionyl chloride and 3-fluoro-4-aminoaniline as materials. Total yield of the two steps: 60%. Starting materials: BrC(C(=O)C1=CC=C(C=C1)F)CC1=CC=C(C=C1)[N+](=O)[O-] (2-bromo-1-(4-fluoro-phenyl)-3-(4-nitro-phenyl)-propan-1-one), NC(=S)N (thiourea), C(C)(=O)[O-].[Na+] (sodium acetate), ( 21 ). The product is FC1=CC=C(C=C1)C=1N=C(SC1CC1=CC=C(C=C1)[N+](=O)[O-])N (4-(4-fluoro-phenyl)-5-(4-nitro-benzyl)-thiazol-2-ylamine). The yield is 71.4%. RXN SMILES: Br[CH:2]([CH2:12][C:13]1[CH:18]=[CH:17][C:16]([N+:19]([O-:21])=[O:20])=[CH:15][CH:14]=1)[C:3]([C:5]1[CH:10]=[CH:9][C:8]([F:11])=[CH:7][CH:6]=1)=O.[NH2:22][C:23]([NH2:25])=[S:24].C([O-])(=O)C.[Na+]>>[F:11][C:8]1[CH:9]=[CH:10][C:5]([C:3]2[N:22]=[C:23]([NH2:25])[S:24][C:2]=2[CH2:12][C:13]2[CH:18]=[CH:17][C:16]([N+:19]([O-:21])=[O:20])=[CH:15][CH:14]=2)=[CH:6][CH:7]=1 |f:2.3|. Reported procedure: A procedure similar to step 5 of Example 6 was used. 2-bromo-1-(4-fluoro-phenyl)-3-(4-nitro-phenyl)-propan-1-one prepared in the step 2, thiourea and anhydrous sodium acetate were used as starting materials. The obtained crude product was recrystallized with a solvent mixture of ethyl acetate and acetone to give a product, which was a yellow solid in a yield of 71.4%, mp: 217-218 └. 1H-NMR (DMSO-d6, 400 MHz) δ: 4.22 (2H, s, CH2), 6.99 (2H, s, NH2), 7.21 (2H, t, 3JFH=3JHH=8.72 Hz, ArH), 7.47 (2H,... The reactants are C(C(=O)Cl)(=O)Cl (oxalyl chloride), CC1=CC=C(C=C1)S(=O)(=O)CC=1N=C(SC1)C1=CC=C(C(=O)O)C=C1 (4-(4-{[(4-Methylphenyl)sulfonyl]methyl}-1,3-thiazol-2-yl)benzoic Acid), N1=CC(=CC=C1)CN (3-pyridinylmethylamine). Product: CC1=CC=C(C=C1)S(=O)(=O)CC=1N=C(SC1)C1=CC=C(C(=O)NCC=2C=NC=CC2)C=C1 (4-(4-{[(4-Methylphenyl)sulfonyl]methyl}-1,3-thiazol-2-yl)-N-(3-pyridinylmethyl)benzamide). Isolated yield 68.3%. As a reaction SMILES: C(Cl)(=O)C(Cl)=O.[CH3:7][C:8]1[CH:13]=[CH:12][C:11]([S:14]([CH2:17][C:18]2[N:19]=[C:20]([C:23]3[CH:31]=[CH:30][C:26]([C:27](O)=[O:28])=[CH:25][CH:24]=3)[S:21][CH:22]=2)(=[O:16])=[O:15])=[CH:10][CH:9]=1.[N:32]1[CH:37]=[CH:36][CH:35]=[C:34]([CH2:38][NH2:39])[CH:33]=1>>[CH3:7][C:8]1[CH:9]=[CH:10][C:11]([S:14]([CH2:17][C:18]2[N:19]=[C:20]([C:23]3[CH:24]=[CH:25][C:26]([C:27]([NH:39][CH2:38][C:34]4[CH:33]=[N:32][CH:37]=[CH:36][CH:35]=4)=[O:28])=[CH:30][CH:31]=3)[S:21][CH:22]=2)(=[O:16])=[O:15])=[CH:12][CH:13]=1. Procedure: Reaction of oxalyl chloride (70 λL, 0.8 mmol) and benzoic acid 53 (200 mg, 0.54 mmol) with subsequent reaction with 3-pyridinylmethylamine (60 λL, 0.6 mmol) gave benzamide 54 (171 mg, 68%) as a white powder: mp (EtOAc) 178-181° C.; 1H NMR δ 9.19 (t, J=5.9 Hz, 1H, CONH), 8.57 (d, J=1.6 Hz, 1H, H-2″), 8.47 (dd, J=4.8, 1.5 Hz, 1H, H-6″), 7.97 (dd, J=6.7, 1.8 Hz, 2H, H-2, H-6), 7.81 (dd, J=6.7, 1.8 Hz, 2H, H-3, H-5), 7.74 (ddd J=8.1, 2.1, 1.6 Hz, 1H, H-4″), 7.68 (s, 1H, H-5′), 7.65 (dd, J=8.3, 1.7 H... The reactants are CO, Cl, NCCCC(N)C(=O)O. The product is Cl, COC(=O)C(N)CCCN. Reaction SMILES: [CH3:11][OH:12].[ClH:1].[NH2:2][CH:3]([CH2:4][CH2:5][CH2:6][NH2:7])[C:8](=[O:9])[OH:10]>>[ClH:1].[NH2:2][CH:3]([CH2:4][CH2:5][CH2:6][NH2:7])[C:8]([O:9][CH3:11])=[O:10]. Starting materials: [Br-], O=C1CCCCCCCCCCCCCCO1, CCCC[N+](CCCC)(CCCC)CCCC, C1CCOC1, [K+], [OH-], O. The product is O=C(O)CCCCCCCCCCCCCCO. As a reaction SMILES: [Br-:20].[C:1]1(=[O:17])[CH2:2][CH2:3][CH2:4][CH2:5][CH2:6][CH2:7][CH2:8][CH2:9][CH2:10][CH2:11][CH2:12][CH2:13][CH2:14][CH2:15][O:16]1.[CH2:21]([N+:22]([CH2:23][CH2:24][CH2:25][CH3:26])([CH2:27][CH2:28][CH2:29][CH3:30])[CH2:31][CH2:32][CH2:33][CH3:34])[CH2:35][CH2:36][CH3:37].[CH2:38]1[O:39][CH2:40][CH2:41][CH2:42]1.[K+:19].[OH-:18].[OH2:43]>>[C:1]([CH2:2][CH2:3][CH2:4][CH2:5][CH2:6][CH2:7][CH2:8][CH2:9][CH2:10][CH2:11][CH2:12][CH2:13][CH2:14][CH2:15][OH:18])([OH:16])=[O:17].